This data is from the Open Reaction Database (ORD), a public repository of structured organic reaction records. The task is: describe an organic reaction: reactants, conditions, products, and yield Reactants: CCN=C=NCCCN(C)C, CN(C)c1ccncc1, ClCCl, CC(C)C(N)C(=O)N1CCCC1, C[Si](C)(C)CCOCn1cc(C(=O)O)c2nc(Oc3ccccc3)cnc21. The product is CC(C)C(NC(=O)c1cn(COCC[Si](C)(C)C)c2ncc(Oc3ccccc3)nc12)C(=O)N1CCCC1. Reaction SMILES: [CH3:28][N:29]([CH3:30])[CH2:31][CH2:32][CH2:33][N:34]=[C:35]=[N:36][CH2:37][CH3:38].[CH3:51][N:52]([CH3:53])[c:54]1[cH:55][cH:56][n:57][cH:58][cH:59]1.[Cl:60][CH2:61][Cl:62].[NH2:39][CH:40]([C:41](=[O:42])[N:43]1[CH2:44][CH2:45][CH2:46][CH2:47]1)[CH:48]([CH3:49])[CH3:50].[O:1]([c:2]1[cH:3][cH:4][cH:5][cH:6][cH:7]1)[c:8]1[n:9][c:10]2[c:11]([n:12][cH:13]1)[n:14]([CH2:20][O:21][CH2:22][CH2:23][Si:24]([CH3:25])([CH3:26])[CH3:27])[cH:15][c:16]2[C:17](=[O:18])[OH:19]>>[O:1]([c:2]1[cH:3][cH:4][cH:5][cH:6][cH:7]1)[c:8]1[n:9][c:10]2[c:11]([n:12][cH:13]1)[n:14]([CH2:20][O:21][CH2:22][CH2:23][Si:24]([CH3:25])([CH3:26])[CH3:27])[cH:15][c:16]2[C:17](=[O:18])[NH:39][CH:40]([C:41](=[O:42])[N:43]1[CH2:44][CH2:45][CH2:46][CH2:47]1)[CH:48]([CH3:49])[CH3:50].